Dataset: the Open Reaction Database (ORD), a public repository of structured organic reaction records. Task: describe an organic reaction: reactants, conditions, products, and yield The reactants are C(C)(C)(C)N (tert-Butylamine), BrC1=C(C=CC(=C1)Br)O (2,4-dibromophenol), C=O (paraformaldehyde), CC(C)O (2-propanol). Product: BrC=1C=C(C2=C(CN(CO2)C(C)(C)C)C1)Br (6,8-dibromo-3-(tert-butyl)-3,4-dihydro-2H-benzo[e][1,3]oxazine). Yield: 82.8%. RXN SMILES: [C:1]([NH2:5])([CH3:4])([CH3:3])[CH3:2].[Br:6][C:7]1[CH:12]=[C:11]([Br:13])[CH:10]=[CH:9][C:8]=1O.[CH2:15]=[O:16].[CH3:17]C(O)C>>[Br:6][C:7]1[CH:12]=[C:11]([Br:13])[C:10]2[O:16][CH2:15][N:5]([C:1]([CH3:4])([CH3:3])[CH3:2])[CH2:17][C:9]=2[CH:8]=1. Procedure: tert-Butylamine (16.1 g, 0.22 mol) was added to a mixture of 2,4-dibromophenol (11.1 g, 0.044 mol) and paraformaldehyde (6.61 g, 0.22 mol) in 2-propanol (110 mL) and the reaction mixture refluxed under nitrogen overnight. The cooled reaction mixture was filtered and the wet cake was rinsed with 2-propanol. The wet cake was dried by suction to give 6,8-dibromo-3-(tert-butyl)-3,4-dihydro-2H-benzo[e][1,3]oxazine (12.66 g, 82.8% yield) as a solid. The reactants are ClC1=C(C=O)C(=CC=C1)Cl (2,6-dichlorobenzaldehyde), C(C)(C)NC(C)C (Diisopropylamine), P(C(C)(C)C)(C(C)(C)C)C(C)(C)C (P(t-Bu)3), C[Si](C)(C)C#C ((trimethylsilyl) acetylene), C[Si](C)(C)C#C ((trimethylsilyl)acetylene). Reagents/catalysts: [Cu]I (CuI), C1=CC=C(C=C1)C#N.C1=CC=C(C=C1)C#N.Cl[Pd]Cl (Pd(PhCN)2Cl2). The solvent is O1CCOCC1 (dioxane). Conditions: temperature 70 celsius, time 5 minute. Yields the product C[Si](C#CC1=C(C=O)C(=CC=C1)C#C[Si](C)(C)C)(C)C (2,6-Bis[2-(trimethylsilyl)ethynyl]benzaldehyde). The yield is 37.0%. Reaction SMILES: Cl[C:2]1[CH:9]=[CH:8][CH:7]=[C:6](Cl)[C:3]=1[CH:4]=[O:5].C(N[CH:15]([CH3:17])C)(C)C.P(C(C)(C)C)(C(C)(C)C)C(C)(C)C.[CH3:31][Si:32]([C:35]#[CH:36])([CH3:34])[CH3:33]>C1C=CC(C#N)=CC=1.C1C=CC(C#N)=CC=1.Cl[Pd]Cl.[Cu]I.O1CCOCC1>[CH3:31][Si:32]([CH3:34])([CH3:33])[C:35]#[C:36][C:2]1[CH:9]=[CH:8][CH:7]=[C:6]([C:17]#[C:15][Si:32]([CH3:34])([CH3:33])[CH3:31])[C:3]=1[CH:4]=[O:5] |f:4.5.6|. Reported procedure: Following the method described by Buchwald and Fu (Hundertmark, T. et al., Org. Lett. 2000, 12, 1729-1731), samples of 2,6-dichlorobenzaldehyde (3.56 g, 20.4 mmol), Pd(PhCN)2Cl2 (468 mg, 1.22 mmol), and CuI (155 mg, 814 μmol) were placed in a Schlenk flask. Diisopropylamine (6.7 mL), dioxane (30 mL), and P(t-Bu)3 (494 mg, 2.44 mmol) were placed in a Schlenk flask and sparged of oxygen for 10 min, then added to the Schlenk flask. The flask was placed in an oil bath heated to 70° C. After 5 min, (... Reactants: solution, C(C)(C)[N-]C(C)C.[Li+] (lithium diisopropylamide), O1CCCC1 (tetrahydrofuran), ClC1=NC=C(C=C1)CCl (2-chloro-5-chloromethylpyridine), C1CCOC1 (THF), ice water. Solvent: C1CCCCC1 (cyclohexane). Reaction conditions: time 1 hour. Product: ClC1=NC=C(C=C1)CC1C(NCC1)=O (3-(2-Chloropyrid-5-yl-methyl)-pyrrolid-2-one). RXN SMILES: [CH:1]([N-:4][CH:5]([CH3:7])C)([CH3:3])C.[Li+].[Cl:9][C:10]1[CH:15]=[CH:14][C:13]([CH2:16]Cl)=[CH:12][N:11]=1.[O:18]1CCCC1>C1CCCCC1>[Cl:9][C:10]1[CH:15]=[CH:14][C:13]([CH2:16][CH:7]2[CH2:3][CH2:1][NH:4][C:5]2=[O:18])=[CH:12][N:11]=1 |f:0.1|. Procedure details: Under a nitrogen atmosphere at a temperature of from −78° C. to −60° C., 180 ml of a 1.5 molar solution of lithium diisopropylamide (LDA) in cyclohexane are added dropwise to 31.4 g of N-trimethylsilylpylrolid-2-one in 150 ml of tetrahydrofuran CIF) and the reaction mixture is stirred at the same temperature for a further one hour. Then, at from −78° C. to −60° C., 25.5 g of 2-chloro-5-chloromethylpyridine in 40 ml of THF are added, and the mixture is stirred for a further 16 hours at that tempe... The reactants are [BH4-], C=O, CC(=O)O, CC#N, Cc1cc(C(F)(C(F)(F)F)C(F)(F)F)cc(C)c1NC(=O)c1ccc(C#N)c(N)c1, [Na+]. The product is CNc1cc(C(=O)Nc2c(C)cc(C(F)(C(F)(F)F)C(F)(F)F)cc2C)ccc1C#N. As a reaction SMILES: [BH4-:37].[CH2:31]=[O:32].[CH3:33][C:34](=[O:35])[OH:36].[CH3:39][C:40]#[N:41].[NH2:1][c:2]1[cH:3][c:4]([C:5](=[O:6])[NH:7][c:8]2[c:9]([CH3:25])[cH:10][c:11]([C:15]([C:16]([F:17])([F:18])[F:19])([C:20]([F:21])([F:22])[F:23])[F:24])[cH:12][c:13]2[CH3:14])[cH:26][cH:27][c:28]1[C:29]#[N:30].[Na+:38]>>[NH:1]([c:2]1[cH:3][c:4]([C:5](=[O:6])[NH:7][c:8]2[c:9]([CH3:25])[cH:10][c:11]([C:15]([C:16]([F:17])([F:18])[F:19])([C:20]([F:21])([F:22])[F:23])[F:24])[cH:12][c:13]2[CH3:14])[cH:26][cH:27][c:28]1[C:29]#[N:30])[CH3:33]. Starting materials: N1C=CC2=C(C=CC=C12)/C=C/CO ((2E)-3-(1H-indol-4-yl)prop-2-en-1-ol). The reagents and catalysts are [Pd] (palladium on carbon). Solvent: C(C)(=O)OCC (ethyl acetate), C(C)O (ethanol). Reaction conditions: time 15 minute. The product is N1C=CC2=C(C=CC=C12)/C=C/CO ((2E)-3-(1H-indol-4-yl)prop-2-en-1-ol), N1C=CC2=C(C=CC=C12)CCCO (3-(1H-indol-4-yl)propan-1-ol). Isolated yield 185.5%. RXN SMILES: [NH:1]1[C:9]2[C:4](=[C:5](/[CH:10]=[CH:11]/[CH2:12][OH:13])[CH:6]=[CH:7][CH:8]=2)[CH:3]=[CH:2]1>[Pd].C(O)C.C(OCC)(=O)C>[NH:1]1[C:9]2[C:4](=[C:5](/[CH:10]=[CH:11]/[CH2:12][OH:13])[CH:6]=[CH:7][CH:8]=2)[CH:3]=[CH:2]1.[NH:1]1[C:9]2[C:4](=[C:5]([CH2:10][CH2:11][CH2:12][OH:13])[CH:6]=[CH:7][CH:8]=2)[CH:3]=[CH:2]1. Procedure: To a suspension of 10% palladium on carbon (200 mg) in absolute ethanol (30 mL) was added a solution of (2E)-3-(1H-indol-4-yl)prop-2-en-1-ol (0.98 g, 5.66 mmol) in ethyl acetate (30 mL) and the mixture hydrogenated at 50 psi for 15 min. The reaction mixture was filtered through celite and concentrated in vacuo to give a light purple syrup. (2E)-3-(1H-indol-4-yl)prop-2-en-1-ol was prepared by the method of Kardos, N.; Genet J-P. Tetrahedron Asymmetry 1994, 5, 1525-1533, which is incorporated here... Procedure details: Following general procedure 2B: To a solution of N-(4-fluoro-3-nitrophenyl)acetamide (15.4 g, 77.7 mmol) in 80% aqueous ethanol (150 mL) was added cyclopropanemethylamine (10 mL) at room temperature. The reaction mixture was heated to reflux overnight. After cooling to room temperature, H2O (300 mL) was added and the desired product precipitated out as an orange solid (18 g, 92%). Reaction SMILES: F[C:2]1[CH:7]=[CH:6][C:5]([NH:8][C:9](=[O:11])[CH3:10])=[CH:4][C:3]=1[N+:12]([O-:14])=[O:13].[CH:15]1([CH2:18][NH2:19])[CH2:17][CH2:16]1.O>C(O)C>[CH:15]1([CH2:18][NH:19][C:2]2[CH:7]=[CH:6][C:5]([NH:8][C:9](=[O:11])[CH3:10])=[CH:4][C:3]=2[N+:12]([O-:14])=[O:13])[CH2:17][CH2:16]1. Solvent: C(C)O (ethanol). The product is C1(CC1)CNC1=C(C=C(C=C1)NC(C)=O)[N+](=O)[O-] (N-{4-[(cyclopropylmethyl)amino]-3-nitrophenyl}acetamide). Starting materials: FC1=C(C=C(C=C1)NC(C)=O)[N+](=O)[O-] (N-(4-fluoro-3-nitrophenyl)acetamide), C1(CC1)CN (cyclopropanemethylamine), O (H2O). Starting materials: solution, [H-].C(C(C)C)[Al+]CC(C)C (diisobutylaluminum hydride), C(#N)C1=C2C=CNC2=CC=C1 (4-cyanoindole), O1CCOCC1.O (dioxane water), Cl (HCl). Run in CCCCCC (hexane), CCOCC (ether). Run at time 30 minute. The product is C(=O)C1=C2C=CNC2=CC=C1 (4-formylindole). As a reaction SMILES: [C:1]([C:3]1[CH:11]=[CH:10][CH:9]=[C:8]2[C:4]=1[CH:5]=[CH:6][NH:7]2)#N.[H-].C([Al+]CC(C)C)C(C)C.[O:22]1CCOCC1.O.Cl>CCOCC.CCCCCC>[CH:1]([C:3]1[CH:11]=[CH:10][CH:9]=[C:8]2[C:4]=1[CH:5]=[CH:6][NH:7]2)=[O:22] |f:1.2,3.4|. Reported procedure: Two grams of 4-cyanoindole, prepared by the method of Uhle J.A.C.S., 71, 761 (1949), were dissolved in 20 ml of anhydrous ether. 15 Milliliters of a 20% solution of diisobutylaluminum hydride (DiBAl) in hexane were added in dropwise fashion. The reaction mixture was stirred at room temperature for about 30 minutes and then heated to refluxing temperature for about three hours. The reaction mixture was then cooled and 10 ml of a 4:1 dioxane-water solution added with stirring over a period of five... Starting materials: intermediate 2, C(C)OC=1C=C(C=O)C=CC1O (3-ethoxy-4-hydroxy-benzaldehyde), BrC(CC)CC (3-bromo-pentane), C(=O)([O-])[O-].[K+].[K+] (K2CO3). Run in CN(C)C=O (DMF). Yields the product C(C)OC=1C=C(C=O)C=CC1OC(CC)CC (3-Ethoxy-4-(1-ethyl-propoxy)-benzaldehyde). As a reaction SMILES: [CH2:1]([O:3][C:4]1[CH:5]=[C:6]([CH:9]=[CH:10][C:11]=1[OH:12])[CH:7]=[O:8])[CH3:2].Br[CH:14]([CH2:17][CH3:18])[CH2:15][CH3:16].C([O-])([O-])=O.[K+].[K+]>CN(C=O)C>[CH2:1]([O:3][C:4]1[CH:5]=[C:6]([CH:9]=[CH:10][C:11]=1[O:12][CH:14]([CH2:17][CH3:18])[CH2:15][CH3:16])[CH:7]=[O:8])[CH3:2] |f:2.3.4|. Reported procedure: The title compound was prepared analogously to intermediate 2 (4-methoxy-3-propoxy-benzaldehyde) by reaction of 3-ethoxy-4-hydroxy-benzaldehyde with 3-bromo-pentane in DMF using K2CO3 as base. MS (ISP): 237.1 [M+H]+. The reactants are CNC1CCN(C)CC1, CN(C)C=O, O=C(Nc1cc(Oc2ccc([N+](=O)[O-])cc2)ccn1)Oc1ccccc1. Yields the product CN1CCC(N(C)C(=O)Nc2cc(Oc3ccc([N+](=O)[O-])cc3)ccn2)CC1. As a reaction SMILES: [CH3:27][NH:28][CH:29]1[CH2:30][CH2:31][N:32]([CH3:35])[CH2:33][CH2:34]1.[CH3:36][N:37]([CH3:38])[CH:39]=[O:40].[c:1]1([O:2][C:8]([NH:9][c:10]2[n:11][cH:12][cH:13][c:14]([O:16][c:17]3[cH:18][cH:19][c:20]([N+:23](=[O:24])[O-:25])[cH:21][cH:22]3)[cH:15]2)=[O:26])[cH:3][cH:4][cH:5][cH:6][cH:7]1>>[C:8]([NH:9][c:10]1[n:11][cH:12][cH:13][c:14]([O:16][c:17]2[cH:18][cH:19][c:20]([N+:23](=[O:24])[O-:25])[cH:21][cH:22]2)[cH:15]1)(=[O:26])[N:28]([CH3:27])[CH:29]1[CH2:30][CH2:31][N:32]([CH3:35])[CH2:33][CH2:34]1.